This data is from the Open Reaction Database (ORD), a public repository of structured organic reaction records. The task is: describe an organic reaction: reactants, conditions, products, and yield Starting materials: CN1CCC(CC1)C(=O)Cl (1-methylpiperidine-4-carboxylic acid chloride), [Cl-].[Al+3].[Cl-].[Cl-] (aluminum chloride), C1=CC=CC=C1 (benzene), ice water. The product is CN1CCC(CC1)C(=O)C1=CC=CC=C1 (1-Methylpiperidin-4-yl phenyl methanone). Isolated yield 84.0%. RXN SMILES: [Cl-].[Al+3].[Cl-].[Cl-].[CH3:5][N:6]1[CH2:11][CH2:10][CH:9]([C:12](Cl)=[O:13])[CH2:8][CH2:7]1.[CH:15]1[CH:20]=[CH:19][CH:18]=[CH:17][CH:16]=1>>[CH3:5][N:6]1[CH2:11][CH2:10][CH:9]([C:12]([C:15]2[CH:20]=[CH:19][CH:18]=[CH:17][CH:16]=2)=[O:13])[CH2:8][CH2:7]1 |f:0.1.2.3|. Reported procedure: To a cooled suspension of anhydrous aluminum chloride (20 g, 75 mmol) in benzene 30 ml at 0° C. was added 1-methylpiperidine-4-carboxylic acid chloride in small portions and the resulted mixture was refluxed for 3 hours. The reaction mixture was cooled down, poured into ice water. The organic phase was discarded. The aqueous solution was washed with 2×50 ml ethyl ether, basified with potassium hydroxide pellet slowly to pH>10 and extracted with ethyl ether 4×50 ml. The combined ethereal solution... Starting materials: S1C(=NC=C1)N (thiazol-2-ylamine), CCN=C=NCCCN(C)C (EDCI), C=1C=CC2=C(C1)N=NN2O (HOBt), CS(=O)(=O)C1=CC=C(C=C1)C(C(=O)O)CC1CCOCC1 (2-(4-methanesulfonylphenyl)-3-(tetrahydropyran-4-yl)propionic acid). Solvent: CN(C)C=O (DMF). Run at temperature 20 celsius, time 15 minute. The product is CS(=O)(=O)C1=CC=C(C=C1)C(C(=O)NC=1SC=CN1)CC1CCOCC1 (2-(4-Methanesulfonylphenyl)-3-(tetrahydropyran-4-yl)-N-thiazol-2-ylpropionamide). As a reaction SMILES: CCN=C=NCCCN(C)C.C1C=CC2N(O)N=NC=2C=1.[CH3:22][S:23]([C:26]1[CH:31]=[CH:30][C:29]([CH:32]([CH2:36][CH:37]2[CH2:42][CH2:41][O:40][CH2:39][CH2:38]2)[C:33]([OH:35])=O)=[CH:28][CH:27]=1)(=[O:25])=[O:24].[S:43]1[CH:47]=[CH:46][N:45]=[C:44]1[NH2:48]>CN(C=O)C>[CH3:22][S:23]([C:26]1[CH:27]=[CH:28][C:29]([CH:32]([CH2:36][CH:37]2[CH2:42][CH2:41][O:40][CH2:39][CH2:38]2)[C:33]([NH:48][C:44]2[S:43][CH:47]=[CH:46][N:45]=2)=[O:35])=[CH:30][CH:31]=1)(=[O:24])=[O:25]. Procedure details: EDCI (80 mg, 420 μmol) and HOBt (56 mg, 420 μmol) were added to a stirred solution of 2-(4-methanesulfonylphenyl)-3-(tetrahydropyran-4-yl)propionic acid (Preparation 41, 100 mg, 320 μmol) in anhydrous DMF (6 mL). After 15 min, the solution was treated with thiazol-2-ylamine (38 mg, 380 μmol). The mixture was stirred at 20° C. for 16 h, before being concentrated under reduced pressure. The residue was partitioned between CH2Cl2 and saturated aqueous Na2CO3. The organic layer was washed with 1M HC... Reactants: CCCCN1C(=O)C(C)(C)NC(C)(C)C=C1C, CCCCl, [Na+], [OH-]. Yields the product CCCCN1C(=O)C(C)(C)N(CCC)C(C)(C)C=C1C. As a reaction SMILES: [CH2:3]([CH2:4][CH2:5][CH3:6])[N:7]1[C:8](=[O:19])[C:9]([CH3:17])([CH3:18])[NH:10][C:11]([CH3:15])([CH3:16])[CH:12]=[C:13]1[CH3:14].[Cl:20][CH2:21][CH2:22][CH3:23].[Na+:2].[OH-:1]>>[CH2:3]([CH2:4][CH2:5][CH3:6])[N:7]1[C:8](=[O:19])[C:9]([CH3:17])([CH3:18])[N:10]([CH2:21][CH2:22][CH3:23])[C:11]([CH3:15])([CH3:16])[CH:12]=[C:13]1[CH3:14]. As a reaction SMILES: [CH2:1]([c:2]1[cH:3][cH:4][cH:5][cH:6][cH:7]1)[O:8][C:9](=[O:10])[N:11]1[CH2:12][CH2:13][CH:14]([NH2:17])[CH2:15][CH2:16]1.[Cl:24][CH2:25][CH2:26][CH2:27][CH2:28][C:29](=[O:30])[Cl:31].[Cl:32][CH2:33][Cl:34].[cH:18]1[cH:19][cH:20][n:21][cH:22][cH:23]1>>[CH2:1]([c:2]1[cH:3][cH:4][cH:5][cH:6][cH:7]1)[O:8][C:9](=[O:10])[N:11]1[CH2:12][CH2:13][CH:14]([NH:17][C:29]([CH2:28][CH2:27][CH2:26][CH2:25][Cl:24])=[O:30])[CH2:15][CH2:16]1. Product: O=C(CCCCCl)NC1CCN(C(=O)OCc2ccccc2)CC1. Starting materials: NC1CCN(C(=O)OCc2ccccc2)CC1, O=C(Cl)CCCCCl, ClCCl, c1ccncc1. Reactants: ClCCC1=CC=C(C=C1)C(C)(C)C=1OCC(N1)(C)C (2-{1-[4-(2-chloro-ethyl)-phenyl]-1-methyl-ethyl}-4,4-dimethyl-4,5-dihydro-oxazole), C([O-])([O-])=O.[Na+].[Na+] (sodium carbonate), C(C)OCCN1C(=NC2=C1C=CC=C2)C2CCNCC2 (1-(2-ethoxyethyl)-2-piperidin-4-yl-1H-benzoimidazole). The solvent is CO (methyl alcohol). Yields the product CC1(N=C(OC1)C(C)(C)C1=CC=C(C=C1)CCN1CCC(CC1)C1=NC2=C(N1CCOCC)C=CC=C2)C (2-[1-(2-{4-[1-(4,4-dimethyl-4,5-dihydro-oxazol-2-yl)-1-methyl-ethyl]-phenyl}-ethyl)-piperidin-4-yl]-1-(2-ethoxy-ethyl)-1H-benzoimidazole). The yield is 125.4%. Reaction SMILES: Cl[CH2:2][CH2:3][C:4]1[CH:9]=[CH:8][C:7]([C:10]([C:13]2[O:14][CH2:15][C:16]([CH3:19])([CH3:18])[N:17]=2)([CH3:12])[CH3:11])=[CH:6][CH:5]=1.C(=O)([O-])[O-].[Na+].[Na+].[CH2:26]([O:28][CH2:29][CH2:30][N:31]1[C:35]2[CH:36]=[CH:37][CH:38]=[CH:39][C:34]=2[N:33]=[C:32]1[CH:40]1[CH2:45][CH2:44][NH:43][CH2:42][CH2:41]1)[CH3:27]>CO>[CH3:18][C:16]1([CH3:19])[CH2:15][O:14][C:13]([C:10]([C:7]2[CH:8]=[CH:9][C:4]([CH2:3][CH2:2][N:43]3[CH2:44][CH2:45][CH:40]([C:32]4[N:31]([CH2:30][CH2:29][O:28][CH2:26][CH3:27])[C:35]5[CH:36]=[CH:37][CH:38]=[CH:39][C:34]=5[N:33]=4)[CH2:41][CH2:42]3)=[CH:5][CH:6]=2)([CH3:12])[CH3:11])=[N:17]1 |f:1.2.3|. Procedure: In a reaction vessel, 2-{1-[4-(2-chloro-ethyl)-phenyl]-1-methyl-ethyl}-4,4-dimethyl-4,5-dihydro-oxazole (1.9 g) prepared in the Example 9, sodium carbonate (0.8 g), 1-(2-ethoxyethyl)-2-piperidin-4-yl-1H-benzoimidazole (2.0 g) prepared in the Example 12 and methyl alcohol (20 mL) were introduced, and the mixture was reacted for 14 hours under reflux condition to obtain 2-[1-(2-{4-[1-(4,4-dimethyl-4,5-dihydro-oxazol-2-yl)-1-methyl-ethyl]-phenyl}-ethyl)-piperidin-4-yl]-1-(2-ethoxy-ethyl)-1H-benzoim... Yields the product CCc1ccc(COc2cccc(OCc3cccc(C)c3C(=O)O)c2)cc1. Starting materials: CCc1ccc(COc2cccc(OCc3cccc(C)c3C(=O)OC)c2)cc1, CS(C)=O. As a reaction SMILES: [CH2:1]([CH3:2])[c:3]1[cH:4][cH:5][c:6]([CH2:7][O:8][c:9]2[cH:10][c:11]([O:12][CH2:13][c:14]3[c:15]([C:16](=[O:17])[O:18][CH3:19])[c:20]([CH3:24])[cH:21][cH:22][cH:23]3)[cH:25][cH:26][cH:27]2)[cH:28][cH:29]1.[CH3:30][S:31]([CH3:32])=[O:33]>>[CH2:1]([CH3:2])[c:3]1[cH:4][cH:5][c:6]([CH2:7][O:8][c:9]2[cH:10][c:11]([O:12][CH2:13][c:14]3[c:15]([C:16](=[O:17])[OH:18])[c:20]([CH3:24])[cH:21][cH:22][cH:23]3)[cH:25][cH:26][cH:27]2)[cH:28][cH:29]1. Reactants: CN(C1=CC=C(C=O)C=C1)C (4-dimethylaminobenzaldehyde), ice water, CN(C1=CC=C(C=C1)C(C)C1=CC=C(C=C1)N(C)C)C (1,1-bis(4-dimethylaminophenyl)ethane), glacial aacetic acid. The yield is 37.5%. Reaction SMILES: [CH3:1][N:2]([CH3:11])[C:3]1[CH:10]=[CH:9][C:6]([CH:7]=O)=[CH:5][CH:4]=1.[CH3:12][N:13]([CH3:31])[C:14]1[CH:19]=[CH:18][C:17]([CH:20]([C:22]2[CH:27]=[CH:26][C:25]([N:28]([CH3:30])[CH3:29])=[CH:24][CH:23]=2)[CH3:21])=[CH:16][CH:15]=1>C(O)C>[CH3:1][N:2]([CH3:11])[C:3]1[CH:10]=[CH:9][C:6]([C:7]([C:17]2[CH:16]=[CH:15][C:14]([N:13]([CH3:31])[CH3:12])=[CH:19][CH:18]=2)=[CH:21][CH:20]([CH:21]=[C:20]([C:17]2[CH:16]=[CH:15][C:14]([N:13]([CH3:12])[CH3:31])=[CH:19][CH:18]=2)[C:22]2[CH:23]=[CH:24][C:25]([N:28]([CH3:29])[CH3:30])=[CH:26][CH:27]=2)[C:22]2[CH:27]=[CH:26][C:25]([N:28]([CH3:29])[CH3:30])=[CH:24][CH:23]=2)=[CH:5][CH:4]=1. Solvent: C(C)O (ethyl alcohol). Yields the product CN(C1=CC=C(C=C1)C(=CC(C1=CC=C(C=C1)N(C)C)C=C(C1=CC=C(C=C1)N(C)C)C1=CC=C(C=C1)N(C)C)C1=CC=C(C=C1)N(C)C)C (bis{[1,1-bis(4-dimethylaminophenyl)ethenyl]}(4-dimethylaminophenyl)methane). Reported procedure: Proceeding in a manner similar to that described in Example 1 above, a mixture 1.5 g of 4-dimethylaminobenzaldehyde, 5.4 g of 1,1-bis(4-dimethylaminophenyl)ethane, 100.0 ml of ethyl alcohol and 2.0 ml of glacial aacetic acid was maintained at reflux approximately forty-two hours. After cooling to ambient temperature, the reaction mixture was poured into one liter of ice water, and the resulting solid was collected by filtration and recrystallized from isopropyl alcohol to obtain 2.5 g of bis{[1,... Starting materials: [Al+3], CCC(=O)c1ccc2c(Br)c(OC)ccc2c1, ClCCl, [Cl-], [Cl-], [Cl-], Cl, Cc1cc(C)cc(C)c1. The product is CCC(=O)c1ccc2cc(OC)ccc2c1. RXN SMILES: [Al+3:19].[Br:1][c:2]1[c:3]2[cH:4][cH:5][c:6]([C:14]([CH2:15][CH3:16])=[O:17])[cH:7][c:8]2[cH:9][cH:10][c:11]1[O:12][CH3:13].[CH2:23]([Cl:24])[Cl:25].[Cl-:18].[Cl-:20].[Cl-:21].[ClH:22].[c:26]1([CH3:27])[cH:28][c:29]([CH3:30])[cH:31][c:32]([CH3:33])[cH:34]1>>[cH:2]1[c:3]2[cH:4][cH:5][c:6]([C:14]([CH2:15][CH3:16])=[O:17])[cH:7][c:8]2[cH:9][cH:10][c:11]1[O:12][CH3:13]. RXN SMILES: [Br:11][CH2:12][C:13]#[CH:14].[CH2:1]1[NH:2][CH2:3][CH2:4][c:5]2[cH:6][cH:7][cH:8][cH:9][c:10]21.[Cl-:15].[NH4+:16].[O:17]=[CH:18][N:19]([CH3:20])[CH3:21]>>[CH2:1]1[N:2]([CH2:14][C:13]#[CH:12])[CH2:3][CH2:4][c:5]2[cH:6][cH:7][cH:8][cH:9][c:10]21. Yields the product C#CCN1CCc2ccccc2C1. Reactants: C#CCBr, c1ccc2c(c1)CCNC2, [Cl-], [NH4+], CN(C)C=O. The reactants are ClC=1N=NC(=CC1)C1=CC=CC=C1 (3-chloro-6-phenylpyridazine), C(=O)NN (formylhydrazine). The solvent is C(CCC)O (n-butanol). Yields the product C1(=CC=CC=C1)C=1C=CC=2N(N1)C=NN2 (6-phenyl-1,2,4-triazolo[4,3-b]pyridazine). As a reaction SMILES: Cl[C:2]1[N:3]=[N:4][C:5]([C:8]2[CH:13]=[CH:12][CH:11]=[CH:10][CH:9]=2)=[CH:6][CH:7]=1.[CH:14]([NH:16][NH2:17])=O>C(O)CCC>[C:8]1([C:5]2[CH:6]=[CH:7][C:2]3[N:3]([CH:14]=[N:16][N:17]=3)[N:4]=2)[CH:13]=[CH:12][CH:11]=[CH:10][CH:9]=1. Procedure: A 10 g. portion of 3-chloro-6-phenylpyridazine (Chem. Abs., 44, 5616i), 6.6 g. of formylhydrazine and 100 ml. of n-butanol are refluxed for 48 hours. The reaction mixture is cooled in an ice bath. The resulting solid is filtered, washed with petroleum ether and water and air dried giving 6-phenyl-1,2,4-triazolo[4,3-b]pyridazine as tan crystals, m.p. 138°-139° C.